This data is from the Open Reaction Database (ORD), a public repository of structured organic reaction records. The task is: describe an organic reaction: reactants, conditions, products, and yield Starting materials: COc1ccc(C(=O)O)c(CC(=O)O)c1, NC(N)=O, O. Product: COc1ccc2c(c1)CC(=O)NC2=O. As a reaction SMILES: [C:1](=[O:2])([CH2:4][c:5]1[c:6]([C:7]([OH:3])=[O:8])[cH:10][cH:11][c:12]([O:14][CH3:15])[cH:13]1)[OH:9].[NH2:16][C:17](=[O:18])[NH2:19].[OH2:20]>>[C:1]1(=[O:2])[CH2:4][c:5]2[c:6]([cH:10][cH:11][c:12]([O:14][CH3:15])[cH:13]2)[C:7](=[O:8])[NH:16]1.